This data is from the Open Reaction Database (ORD), a public repository of structured organic reaction records. The task is: describe an organic reaction: reactants, conditions, products, and yield The reactants are O=Cc1cc(Br)cc(Br)c1, O=C([O-])[O-], C=Cc1ccccc1, [K+], [K+], CC(=O)[O-], CC(=O)[O-], CN(C)C=O, [Pd+2]. Yields the product O=Cc1cc(Br)cc(C=Cc2ccccc2)c1. RXN SMILES: [Br:15][c:16]1[cH:17][c:18]([CH:19]=[O:20])[cH:21][c:22]([Br:24])[cH:23]1.[C:9](=[O:10])([O-:11])[O-:12].[CH2:1]=[CH:2][c:3]1[cH:4][cH:5][cH:6][cH:7][cH:8]1.[K+:13].[K+:14].[O-:31][C:32]([CH3:33])=[O:34].[O-:35][C:36]([CH3:37])=[O:38].[O:25]=[CH:26][N:27]([CH3:28])[CH3:29].[Pd+2:30]>>[CH:1](=[CH:2][c:3]1[cH:4][cH:5][cH:6][cH:7][cH:8]1)[c:16]1[cH:17][c:18]([CH:19]=[O:20])[cH:21][c:22]([Br:24])[cH:23]1. The reactants are Cl, N#Cc1cc(F)ccc1[N+](=O)[O-], Cl[Sn]Cl. Product: N#Cc1cc(F)ccc1N. As a reaction SMILES: [ClH:16].[N+:1]([O-:2])(=[O:3])[c:4]1[c:5]([C:11]#[N:12])[cH:6][c:7]([F:10])[cH:8][cH:9]1.[Sn:13]([Cl:14])[Cl:15]>>[NH2:1][c:4]1[c:5]([C:11]#[N:12])[cH:6][c:7]([F:10])[cH:8][cH:9]1. The reactants are COC(=O)c1cc(Br)cs1, [C-]#N, N#C[Cu], [K+], CN(C)C=O. Product: COC(=O)c1cc(C#N)cs1. RXN SMILES: [Br:1][c:2]1[cH:3][c:4]([C:7](=[O:8])[O:9][CH3:10])[s:5][cH:6]1.[C-:14]#[N:15].[Cu:11][C:12]#[N:13].[K+:16].[O:17]=[CH:18][N:19]([CH3:20])[CH3:21]>>[c:2]1([C:12]#[N:13])[cH:3][c:4]([C:7](=[O:8])[O:9][CH3:10])[s:5][cH:6]1. The reactants are aqueous solution, [OH-].[Na+] (NaOH), C(C)OC(=O)C=1SC(C(C1)(C#N)C1=C(C=CC=C1)Br)CC (4-(bromophenyl)-4-cyano-5-ethyl-thiophene-2-carboxylic acid ethyl ester), Cl (HCl). The solvent is C(C)O (ethanol). Conditions: temperature 60 celsius, time 1 hour. The product is BrC1=C(C=CC=C1)C1(C=C(SC1CC)C(=O)O)C#N (4-(Bromophenyl)-4-cyano-5-ethyl-thiophene-2-carboxylic acid). RXN SMILES: [OH-].[Na+].C([O:5][C:6]([C:8]1[S:9][CH:10]([CH2:22][CH3:23])[C:11]([C:15]2[CH:20]=[CH:19][CH:18]=[CH:17][C:16]=2[Br:21])([C:13]#[N:14])[CH:12]=1)=[O:7])C.Cl>C(O)C>[Br:21][C:16]1[CH:17]=[CH:18][CH:19]=[CH:20][C:15]=1[C:11]1([C:13]#[N:14])[CH:10]([CH2:22][CH3:23])[S:9][C:8]([C:6]([OH:7])=[O:5])=[CH:12]1 |f:0.1|. Procedure: Add ethanol (50 ml) and 1M aqueous solution of NaOH to 3-(4-(bromophenyl)-4-cyano-5-ethyl-thiophene-2-carboxylic acid ethyl ester (5.0 g, 13.73 mmol) and stir at 60° C. for 1h. Cool down and acidify with 3M HCl until white solid precipitates. Filter and wash solid with water and hexanes successively. Dry overnight to give 4.34 g as a white solid. Mass spectrum ESI positive (m/z): 366 (M+1). Starting materials: C(CCC(=O)O)(=O)O.COC1=CC=C(C=C1)C(=O)C(O)C1=CC=CC=C1.COC1=CC=C(C=C1)C(=O)C(O)C1=CC=CC=C1 (4-Methoxybenzoin hemisuccinate), NC(=O)N (urea), ice water. The solvent is C(C)(=O)O (acetic acid). Yields the product COC1=CC=C(C=C1)C=1N=C(OC1C1=CC=CC=C1)CCC(=O)O (4-(4-Methoxyphenyl)-5-phenyl-2-oxazole-propanoic acid). The yield is 99.4%. Reaction SMILES: [C:1]([OH:8])(=[O:7])[CH2:2][CH2:3][C:4]([OH:6])=O.[CH3:9][O:10][C:11]1[CH:16]=[CH:15][C:14]([C:17]([CH:19]([C:21]2[CH:26]=[CH:25][CH:24]=[CH:23][CH:22]=2)O)=O)=[CH:13][CH:12]=1.COC1C=CC(C(C(C2C=CC=CC=2)O)=O)=CC=1.[NH2:45]C(N)=O>C(O)(=O)C>[CH3:9][O:10][C:11]1[CH:16]=[CH:15][C:14]([C:17]2[N:45]=[C:4]([CH2:3][CH2:2][C:1]([OH:8])=[O:7])[O:6][C:19]=2[C:21]2[CH:26]=[CH:25][CH:24]=[CH:23][CH:22]=2)=[CH:13][CH:12]=1 |f:0.1.2|. Procedure: A mixture of the crude 4-methoxybenzoin hemisuccinate (20.8 g, 0.061 mole) of Step B, urea (8.7 g, 0.146 mole) and acetic acid (60 mL) is heated at reflux under nitrogen for 5.5 hours. The mixture is cooled and poured into ice water. The liberated oil is extracted with ethyl acetate (3×). The extracts are washed with water until neutral and then extracted with saturated sodium carbonate. The combined aqueous extracts are carefully acidified in the cold with concentrated HCl and extracted with et... The reactants are N#Cc1c(Cl)c(Cl)c(Cl)c(Cl)c1Cl, O=S(=O)(O)O. The product is NC(=O)c1c(Cl)c(Cl)c(Cl)c(Cl)c1Cl. RXN SMILES: [Cl:1][c:2]1[c:3]([Cl:13])[c:4]([Cl:12])[c:5]([Cl:11])[c:6]([Cl:10])[c:7]1[C:8]#[N:9].[S:14]([OH:15])(=[O:16])(=[O:17])[OH:18]>>[Cl:1][c:2]1[c:3]([Cl:13])[c:4]([Cl:12])[c:5]([Cl:11])[c:6]([Cl:10])[c:7]1[C:8]([NH2:9])=[O:15]. Reactants: FC(C(=O)O)(F)F.NC1=NC(=NC=C1C(=O)C1=C(C=CC=C1)OC)NC1CCNCC1 ([4-amino-2-(piperidin-4-ylamino)-pyrimidin-5-yl]-(2-methoxy-phenyl)-methanone trifluoroacetic acid salt), C(C)S(=O)(=O)Cl (ethanesulfonyl chloride). The product is NC1=NC(=NC=C1C(=O)C1=C(C=CC=C1)OC)NC1CCN(CC1)S(=O)(=O)CC ([4-amino-2-(1-ethanesulfonyl-piperidin-4-ylamino)-pyrimidin-5-yl]-(2-methoxy-phenyl)-methanone). As a reaction SMILES: FC(F)(F)C(O)=O.[NH2:8][C:9]1[C:14]([C:15]([C:17]2[CH:22]=[CH:21][CH:20]=[CH:19][C:18]=2[O:23][CH3:24])=[O:16])=[CH:13][N:12]=[C:11]([NH:25][CH:26]2[CH2:31][CH2:30][NH:29][CH2:28][CH2:27]2)[N:10]=1.[CH2:32]([S:34](Cl)(=[O:36])=[O:35])[CH3:33]>>[NH2:8][C:9]1[C:14]([C:15]([C:17]2[CH:22]=[CH:21][CH:20]=[CH:19][C:18]=2[O:23][CH3:24])=[O:16])=[CH:13][N:12]=[C:11]([NH:25][CH:26]2[CH2:31][CH2:30][N:29]([S:34]([CH2:32][CH3:33])(=[O:36])=[O:35])[CH2:28][CH2:27]2)[N:10]=1 |f:0.1|. Procedure: The same procedure as described in Example 28 was used, starting from [4-amino-2-(piperidin-4-ylamino)-pyrimidin-5-yl]-(2-methoxy-phenyl)-methanone trifluoroacetic acid salt, Example 11, and ethanesulfonyl chloride (Aldrich), to give [4-amino-2-(1-ethanesulfonyl-piperidin-4-ylamino)-pyrimidin-5-yl]-(2-methoxy-phenyl)-methanone. HRMS, observed: 420.1704; Calcd for (M+H)+: 420.1700.